This data is from the Open Reaction Database (ORD), a public repository of structured organic reaction records. The task is: describe an organic reaction: reactants, conditions, products, and yield Reactants: CCCCC, CCOCC, O=C(Cl)Oc1ccccc1, ClCCl, NC(=O)c1ccc(N)cc1, c1ccncc1. Product: NC(=O)c1ccc(NC(=O)Oc2ccccc2)cc1. RXN SMILES: [CH3:27][CH2:28][CH2:29][CH2:30][CH3:31].[CH3:35][CH2:36][O:37][CH2:38][CH3:39].[Cl:17][C:18](=[O:19])[O:20][c:21]1[cH:22][cH:23][cH:24][cH:25][cH:26]1.[Cl:32][CH2:33][Cl:34].[NH2:1][c:2]1[cH:3][cH:4][c:5]([C:6](=[O:7])[NH2:8])[cH:9][cH:10]1.[cH:11]1[cH:12][cH:13][n:14][cH:15][cH:16]1>>[NH:1]([c:2]1[cH:3][cH:4][c:5]([C:6](=[O:7])[NH2:8])[cH:9][cH:10]1)[C:18](=[O:19])[O:20][c:21]1[cH:22][cH:23][cH:24][cH:25][cH:26]1. Reactants: N1=CC=CC=C1 (Pyridine), N1CCCC1 (pyrrolidine), ice, ClC1=NC(=CC(=N1)Cl)Cl (2,4,6-trichloropyrimidine). Run in C1CCOC1 (THF). Yields the product N1(CCCC1)C1=NC(=CC(=N1)N1CCCC1)Cl (2,4-bis[pyrrolidino]-6-chloropyrimidine). RXN SMILES: [NH:1]1[CH2:5][CH2:4][CH2:3][CH2:2]1.Cl[C:7]1[N:12]=[C:11]([Cl:13])[CH:10]=[C:9](Cl)[N:8]=1.[N:15]1[CH:20]=[CH:19][CH:18]=[CH:17]C=1>C1COCC1>[N:1]1([C:7]2[N:8]=[C:9]([N:15]3[CH2:17][CH2:18][CH2:19][CH2:20]3)[CH:10]=[C:11]([Cl:13])[N:12]=2)[CH2:5][CH2:4][CH2:3][CH2:2]1. Procedure details: A solution of pyrrolidine (80 g) in THF (500 ml) is chilled in an ice water bath and stirred mechanically under nitrogen. With a syringe pump of 2,4,6-trichloropyrimidine (50 g) is added over 35 minutes. The reaction is stirred in the ice bath for 1 hour and is then warmed to 20°-25° over 4 h. Pyridine (100 ml) is added to the reaction and the mixture stirred at 20°-25° overnight. The reaction is concentrated. The residue is partitioned between methylene chloride and aqueous sodium bicarbonate. ...